Dataset: the Open Reaction Database (ORD), a public repository of structured organic reaction records. Task: describe an organic reaction: reactants, conditions, products, and yield The product is Cl, O=C1CCCN1Cc1ccc2c(c1)N(C1CCN(CCc3ccc(F)cc3)CC1)CC2. RXN SMILES: [CH3:35][CH2:36][O:37][C:38](=[O:39])[CH3:40].[CH3:41][N:42]([CH3:43])[CH:44]=[O:45].[F:9][c:10]1[cH:11][cH:12][c:13]([CH2:14][CH2:15][N:16]2[CH2:17][CH2:18][CH:19]([N:22]3[CH2:23][CH2:24][c:25]4[cH:26][cH:27][c:28]([CH2:31][Cl:32])[cH:29][c:30]43)[CH2:20][CH2:21]2)[cH:33][cH:34]1.[H-:1].[NH:3]1[C:4](=[O:8])[CH2:5][CH2:6][CH2:7]1.[Na+:2].[OH2:46]>>[ClH:32].[N:3]1([CH2:31][c:28]2[cH:27][cH:26][c:25]3[c:30]([cH:29]2)[N:22]([CH:19]2[CH2:18][CH2:17][N:16]([CH2:15][CH2:14][c:13]4[cH:12][cH:11][c:10]([F:9])[cH:34][cH:33]4)[CH2:21][CH2:20]2)[CH2:23][CH2:24]3)[C:4](=[O:8])[CH2:5][CH2:6][CH2:7]1. Starting materials: CCOC(C)=O, CN(C)C=O, Fc1ccc(CCN2CCC(N3CCc4ccc(CCl)cc43)CC2)cc1, [H-], O=C1CCCN1, [Na+], O. Reactants: OCCOCCNC(=O)C=1C=C(C(=O)OC)C=CC1 (methyl 3-((2-(2-hydroxyethoxy)ethyl)carbamoyl)benzoate), O.[OH-].[Li+] (lithium hydroxide hydrate). The solvent is O (water), O1CCCC1 (tetrahydrofuran). Reaction conditions: time 8 hour. Product: OCCOCCNC(=O)C=1C=C(C(=O)O)C=CC1 (3-((2-(2-hydroxyethoxy)ethyl)carbamoyl)benzoic acid). Reaction SMILES: [OH:1][CH2:2][CH2:3][O:4][CH2:5][CH2:6][NH:7][C:8]([C:10]1[CH:11]=[C:12]([CH:17]=[CH:18][CH:19]=1)[C:13]([O:15]C)=[O:14])=[O:9].O.[OH-].[Li+]>O1CCCC1.O>[OH:1][CH2:2][CH2:3][O:4][CH2:5][CH2:6][NH:7][C:8]([C:10]1[CH:11]=[C:12]([CH:17]=[CH:18][CH:19]=1)[C:13]([OH:15])=[O:14])=[O:9] |f:1.2.3|. Reported procedure: Into a 500-mL round bottom flask, was placed a solution of methyl 3-((2-(2-hydroxyethoxy)ethyl)carbamoyl)benzoate (10 g, 37.45 mmol, 1.00 equiv) in tetrahydrofuran (40 mL), and a solution of lithium hydroxide hydrate (23.4 g, 558.33 mmol, 15.00 equiv) in water (30 mL). The resulting solution was stirred for overnight at room temperature. The resulting mixture was concentrated under vacuum. The solution was adjusted to pH 3-4 with hydrochloric acid (2 mol/L). The resulting solution was extracted ... Starting materials: C(C)(=O)N1C[C@H]([C@H](C1)NS(=O)(=O)C1=CC=C(C=C1)OCC1=CC(=NC2=CC=CC=C12)C)C(=O)OC(C)(C)C (tert-butyl cis-1-acetyl-4-[({4-[(2-methylquinolin-4-yl)methoxy]phenyl}sulfonyl)amino]pyrrolidine-3-carboxylate), FC(C(=O)O)(F)F (trifluoroacetic acid). Yields the product C(C)(=O)N1C[C@H]([C@H](C1)NS(=O)(=O)C1=CC=C(C=C1)OCC1=CC(=NC2=CC=CC=C12)C)C(=O)O (cis-1-acetyl-4-[({4-[(2-methylquinolin-4-yl)methoxy]phenyl}sulfonyl)amino]pyrrolidine-3-carboxylic acid). Reaction SMILES: [C:1]([N:4]1[CH2:8][C@H:7]([NH:9][S:10]([C:13]2[CH:18]=[CH:17][C:16]([O:19][CH2:20][C:21]3[C:30]4[C:25](=[CH:26][CH:27]=[CH:28][CH:29]=4)[N:24]=[C:23]([CH3:31])[CH:22]=3)=[CH:15][CH:14]=2)(=[O:12])=[O:11])[C@H:6]([C:32]([O:34]C(C)(C)C)=[O:33])[CH2:5]1)(=[O:3])[CH3:2].FC(F)(F)C(O)=O>>[C:1]([N:4]1[CH2:8][C@H:7]([NH:9][S:10]([C:13]2[CH:14]=[CH:15][C:16]([O:19][CH2:20][C:21]3[C:30]4[C:25](=[CH:26][CH:27]=[CH:28][CH:29]=4)[N:24]=[C:23]([CH3:31])[CH:22]=3)=[CH:17][CH:18]=2)(=[O:12])=[O:11])[C@H:6]([C:32]([OH:34])=[O:33])[CH2:5]1)(=[O:3])[CH3:2]. Procedure details: According to the procedure of Example 17, Step 4, the reaction of 115 mg of tert-butyl cis-1-acetyl-4-[({4-[(2-methylquinolin-4-yl)methoxy]phenyl}sulfonyl)amino]pyrrolidine-3-carboxylate with trifluoroacetic acid provided cis-1-acetyl-4-[({4-[(2-methylquinolin-4-yl)methoxy]phenyl}sulfonyl)amino]pyrrolidine-3-carboxylic acid in quantitative yield. MS: 484.1 (M+H)+